From a dataset of the Open Reaction Database (ORD), a public repository of structured organic reaction records. describe an organic reaction: reactants, conditions, products, and yield The reactants are N1(CCCC1)[C@@H]1[C@@H](CCC1)N (cis-2-pyrrolidin-1-yl-cyclopentylamine), N1(CCCC1)[C@@H]1[C@@H](CCC1)N (cis-2-pyrrolidin-1-yl-cyclopentylamine), COC1=C(C(=O)O)C(=CC=C1)C (2-methoxy-6-methylbenzoic acid). Yields the product COC1=C(C(=O)N[C@H]2[C@H](CCC2)N2CCCC2)C(=CC=C1)C (cis-2-Methoxy-6-methyl-N-(2-pyrrolidin-1-yl-cyclopentyl)-benzamide). RXN SMILES: [N:1]1([C@H:6]2[CH2:10][CH2:9][CH2:8][C@H:7]2[NH2:11])[CH2:5][CH2:4][CH2:3][CH2:2]1.[CH3:12][O:13][C:14]1[CH:22]=[CH:21][CH:20]=[C:19]([CH3:23])[C:15]=1[C:16](O)=[O:17]>>[CH3:12][O:13][C:14]1[CH:22]=[CH:21][CH:20]=[C:19]([CH3:23])[C:15]=1[C:16]([NH:11][C@@H:7]1[CH2:8][CH2:9][CH2:10][C@@H:6]1[N:1]1[CH2:2][CH2:3][CH2:4][CH2:5]1)=[O:17]. Procedure: The title compound, white solid, MS: m/e=303.4 [(M+H)+], was prepared in accordance with the general method of example 5 from cis-2-pyrrolidin-1-yl-cyclopentylamine (intermediate Q) and 2-methoxy-6-methylbenzoic acid. Starting materials: ClCCl, COc1ccc(F)c(-c2ccc(CO)cc2CN2CCCCC2)c1, O=S(Cl)Cl. The product is COc1ccc(F)c(-c2ccc(CCl)cc2CN2CCCCC2)c1. As a reaction SMILES: [Cl:29][CH2:30][Cl:31].[F:5][c:6]1[c:7](-[c:14]2[c:15]([CH2:22][N:23]3[CH2:24][CH2:25][CH2:26][CH2:27][CH2:28]3)[cH:16][c:17]([CH2:20][OH:21])[cH:18][cH:19]2)[cH:8][c:9]([O:12][CH3:13])[cH:10][cH:11]1.[S:1]([Cl:2])([Cl:3])=[O:4]>>[Cl:3][CH2:20][c:17]1[cH:16][c:15]([CH2:22][N:23]2[CH2:24][CH2:25][CH2:26][CH2:27][CH2:28]2)[c:14](-[c:7]2[c:6]([F:5])[cH:11][cH:10][c:9]([O:12][CH3:13])[cH:8]2)[cH:19][cH:18]1.